This data is from the Open Reaction Database (ORD), a public repository of structured organic reaction records. The task is: describe an organic reaction: reactants, conditions, products, and yield Starting materials: CC1=CC=C(S1)C=1N=C2SC3=C(N2C1CC(=O)O)C=CC=C3 (2-(5-methylthien-2-yl)imidazo[2,1-b]-benzothiazole-3-acetic acid), N,N'-carbonyldiimidazole, N (ammonia). Solvent: O1CCCC1 (tetrahydrofuran), O1CCCC1 (tetrahydrofuran). Run at time 4 hour. Product: CC1=CC=C(S1)C=1N=C2SC3=C(N2C1CC(=O)N)C=CC=C3 (2-(5-Methylthien-2-yl)imidazo[2,1-b]benzothiazole-3-acetamide). As a reaction SMILES: [CH3:1][C:2]1[S:6][C:5]([C:7]2[N:8]=[C:9]3[N:13]([C:14]=2[CH2:15][C:16](O)=[O:17])[C:12]2[CH:19]=[CH:20][CH:21]=[CH:22][C:11]=2[S:10]3)=[CH:4][CH:3]=1.[NH3:23]>O1CCCC1>[CH3:1][C:2]1[S:6][C:5]([C:7]2[N:8]=[C:9]3[N:13]([C:14]=2[CH2:15][C:16]([NH2:23])=[O:17])[C:12]2[CH:19]=[CH:20][CH:21]=[CH:22][C:11]=2[S:10]3)=[CH:4][CH:3]=1. Reported procedure: 1.6 g (0.005 mole) of 2-(5-methylthien-2-yl)imidazo[2,1-b]-benzothiazole-3-acetic acid are treated, at room temperature, with 0.85 g (0.005 mole) of N,N'-carbonyldiimidazole in 30 ml of anhydrous tetrahydrofuran for 3 h 30 min. The mixture is cooled using an ice bath, an excess of ammonia in 10 ml of anhydrous tetrahydrofuran cooled to -10° C. is added, and the mixture is stirred for 4 h at room temperature. The solvent is evaporated under reduced pressure, the solid is collected by filtration, ...